Dataset: the Open Reaction Database (ORD), a public repository of structured organic reaction records. Task: describe an organic reaction: reactants, conditions, products, and yield Reactants: O=C1CCC(=O)N1Br, CN(C)C=O, Nc1nc(-c2ncco2)ccc1[N+](=O)[O-], O. Product: Nc1nc(-c2ncco2)c(Br)cc1[N+](=O)[O-]. RXN SMILES: [Br:16][N:17]1[C:18](=[O:19])[CH2:20][CH2:21][C:22]1=[O:23].[CH3:25][N:26]([CH3:27])[CH:28]=[O:29].[N+:1](=[O:2])([O-:3])[c:4]1[c:5]([NH2:15])[n:6][c:7](-[c:10]2[o:11][cH:12][cH:13][n:14]2)[cH:8][cH:9]1.[OH2:24]>>[N+:1](=[O:2])([O-:3])[c:4]1[c:5]([NH2:15])[n:6][c:7](-[c:10]2[o:11][cH:12][cH:13][n:14]2)[c:8]([Br:16])[cH:9]1. The reactants are BrC=1C=NC=C(C(=O)OCC)C1 (ethyl 5-bromonicotinate), COC1=C(C=CC=C1)B(O)O (2-methoxy phenyl boronic acid), C(=O)([O-])[O-].[K+].[K+] (K2CO3). Reagents/catalysts: C=1C=CC(=CC1)[P](C=2C=CC=CC2)(C=3C=CC=CC3)[Pd]([P](C=4C=CC=CC4)(C=5C=CC=CC5)C=6C=CC=CC6)([P](C=7C=CC=CC7)(C=8C=CC=CC8)C=9C=CC=CC9)[P](C=1C=CC=CC1)(C=1C=CC=CC1)C=1C=CC=CC1 (Pd(PPh3)4). Run in CN(C)C=O.O (DMF water). Conditions: temperature 50 celsius, time 12 hour. The product is COC1=C(C=CC=C1)C=1C=C(C=NC1)C(=O)OCC (ethyl 5-(2-methoxyphenyl)pyridine-3-carboxylate). RXN SMILES: Br[C:2]1[CH:3]=[N:4][CH:5]=[C:6]([CH:12]=1)[C:7]([O:9][CH2:10][CH3:11])=[O:8].[CH3:13][O:14][C:15]1[CH:20]=[CH:19][CH:18]=[CH:17][C:16]=1B(O)O.C([O-])([O-])=O.[K+].[K+]>CN(C=O)C.O.C1C=CC([P]([Pd]([P](C2C=CC=CC=2)(C2C=CC=CC=2)C2C=CC=CC=2)([P](C2C=CC=CC=2)(C2C=CC=CC=2)C2C=CC=CC=2)[P](C2C=CC=CC=2)(C2C=CC=CC=2)C2C=CC=CC=2)(C2C=CC=CC=2)C2C=CC=CC=2)=CC=1>[CH3:13][O:14][C:15]1[CH:20]=[CH:19][CH:18]=[CH:17][C:16]=1[C:2]1[CH:12]=[C:6]([C:7]([O:9][CH2:10][CH3:11])=[O:8])[CH:5]=[N:4][CH:3]=1 |f:2.3.4,5.6,^1:39,41,60,79|. Procedure details: A solution of ethyl 5-bromonicotinate (2.29 g, 10 mmol), prepared as reported in the Journal of Medicinal Chemistry 1995, 38, 1608-28, 2-methoxy phenyl boronic acid (1.22 g, 10 mmol), Pd(PPh3)4 (5% mol), K2CO3 (5 g) in DMF/water (3/1) is stirred at 50° C. for 12 hours. The reaction mixture is then pored on water (150 mL). The aqueous phase is extracted with ethyl acetate (3×100 mL). The combined organic layers are washed with water (3×200 mL). The organic phase is dried over magnesium sulfate an... The reactants are O=C1CCC(=O)N1Br, N#Cc1cccc(CCCO)c1, ClCCl, O, c1ccc(P(c2ccccc2)c2ccccc2)cc1. Yields the product N#Cc1cccc(CCCBr)c1. RXN SMILES: [Br:32][N:33]1[C:34](=[O:35])[CH2:36][CH2:37][C:38]1=[O:39].[C:1](#[N:2])[c:3]1[cH:4][c:5]([CH2:9][CH2:10][CH2:11][OH:12])[cH:6][cH:7][cH:8]1.[CH2:41]([Cl:42])[Cl:43].[OH2:40].[c:13]1([P:14]([c:15]2[cH:16][cH:17][cH:18][cH:19][cH:20]2)[c:21]2[cH:22][cH:23][cH:24][cH:25][cH:26]2)[cH:27][cH:28][cH:29][cH:30][cH:31]1>>[C:1](#[N:2])[c:3]1[cH:4][c:5]([CH2:9][CH2:10][CH2:11][Br:32])[cH:6][cH:7][cH:8]1. The reactants are N(=C=O)C=1C=CC2=C(N(C(C(O2)C)=O)CC#C)C1 (6-isocyanato-2- methyl-3,4-dihydro-3-oxo-4-(2-propynyl)-2H-1,4-benzoxazine), [H-].[Na+] (sodium hydride), O1CCCC1 (THF), O1CCCC1 (tetrahydrofuran), NC(=CC(=O)OCC)C(F)(F)F (ethyl 3-amino-4,4,4-trifluoro-2-butenoate), O1CCCC1 (THF). Solvent: C(C)(=O)O (acetic acid). Conditions: temperature -70 celsius, time 30 minute. The product is CC1OC2=C(N(C1=O)C#CC)C=C(C=C2)N2C(NC(=CC2=O)C(F)(F)F)=O (3-[2-Methyl-3,4-dihydro-3-oxo-4-(propynyl)-2H-1,4-benzoxazin-6-yl]-6-(trifluoromethyl)-2,4(1H,3H)-pyrimidinedione). As a reaction SMILES: [H-].[Na+].O1CCCC1.[NH2:8][C:9]([C:16]([F:19])([F:18])[F:17])=[CH:10][C:11]([O:13]CC)=O.[N:20]([C:23]1[CH:24]=[CH:25][C:26]2[O:31][CH:30]([CH3:32])[C:29](=[O:33])[N:28]([CH2:34][C:35]#[CH:36])[C:27]=2[CH:37]=1)=[C:21]=[O:22]>C(O)(=O)C>[CH3:32][CH:30]1[C:29](=[O:33])[N:28]([C:34]#[C:35][CH3:36])[C:27]2[CH:37]=[C:23]([N:20]3[C:11](=[O:13])[CH:10]=[C:9]([C:16]([F:17])([F:18])[F:19])[NH:8][C:21]3=[O:22])[CH:24]=[CH:25][C:26]=2[O:31]1 |f:0.1|. Reported procedure: A slurry of 1.4 g. of sodium hydride in 25 ml. of dry tetrahydrofuran (THF) was cooled to -10° C. To the cooled and stirred slurry was added a solution of 10.0 g. of ethyl 3-amino-4,4,4-trifluoro-2-butenoate in 50 ml. of THF. The addition of this solution was made over a period of 30 minutes. The resultant light brown reaction mixture was cooled to -70° C. A solution of 13.3 g. of 6-isocyanato-2- methyl-3,4-dihydro-3-oxo-4-(2-propynyl)-2H-1,4-benzoxazine in 75 ml. of THF was added to the chilled... Starting materials: C=Cc1ccccc1, ClCCl, CCOC(=O)C=[N+]=[N-]. Product: CCOC(=O)C1CC1c1ccccc1. Reaction SMILES: [CH2:9]=[CH:10][c:11]1[cH:12][cH:13][cH:14][cH:15][cH:16]1.[Cl:17][CH2:18][Cl:19].[N+:1](=[N-:2])=[CH:3][C:4](=[O:5])[O:6][CH2:7][CH3:8]>>[CH:3]1([C:4](=[O:5])[O:6][CH2:7][CH3:8])[CH2:9][CH:10]1[c:11]1[cH:12][cH:13][cH:14][cH:15][cH:16]1. As a reaction SMILES: [Cl:1][C:2]1[N:10]=[CH:9][CH:8]=[CH:7][C:3]=1[C:4]([OH:6])=O.[CH3:11][N:12]1[CH2:16][CH2:15][C@H:14]([OH:17])[CH2:13]1.[H-].[Na+].CS(O)(=O)=O.C1(P(C2C=CC=CC=2)C2C=CC=CC=2)C=CC=CC=1.C(Cl)[Cl:45]>O1CCCC1.C(Cl)(Cl)(Cl)Cl.C(N(CC)CC)C>[ClH:1].[Cl:45][CH2:16][CH2:15][C@H:14]1[CH2:13][N:12]([CH3:11])[C:4](=[O:6])[C:3]2[CH:7]=[CH:8][CH:9]=[N:10][C:2]=2[O:17]1 |f:2.3,10.11|. Run in C(C)N(CC)CC (triethylamine), C(Cl)(Cl)(Cl)Cl (carbon tetrachloride), O1CCCC1 (tetrahydrofuran), O1CCCC1 (tetrahydrofuran). The product is Cl.ClCC[C@@H]1OC2=C(C(N(C1)C)=O)C=CC=N2 ((S)-2-(2-Chloroethyl)2,3-dihydro-4-methylpyrido[3,2-f][1,4]oxazepin-5(4H)-one hydrochloride). The reactants are CS(=O)(=O)O (methane sulfonic acid), C(Cl)Cl (methylene chloride), C(Cl)Cl (methylene chloride), C1(=CC=CC=C1)P(C1=CC=CC=C1)C1=CC=CC=C1 (triphenylphosphine), ClC1=C(C(=O)O)C=CC=N1 (2-chloronicotinic acid), CN1C[C@H](CC1)O ((S)-1-methyl-3-pyrrolidinol), [H-].[Na+] (sodium hydride). Procedure: A solution of 47.4 g (0.3 mole) of 2-chloronicotinic acid and 30 g (0.3 mole) of -(S)-1-methyl-3-pyrrolidinol in 400 ml of tetrahydrofuran was added over a period of 1 hr to a stirred suspension of 26.4 g (0.66 mole) of 60% sodium hydride)mineral oil in 500 ml of tetrahydrofuran at 50°-60° C. The mixture was stirred at reflux for 2.5 hr and allowed to cool to 25° C. About 400 ml of methylene chloride was added to the slurry followed by the dropwise addition of 34.5 g (0.36 mole) of methane sulfo... Reaction conditions: temperature 25 celsius. Starting materials: C=CC1=CC=CC=C1 (styrene), copolymer, silicone, C(=C)C1=C(C=CC=C1)C=C (divinylbenzene), C=CC1=CC=CC=C1.C(C)(C)(C)C=CC1=CC=CC=C1 (styrene t-butylstyrene), C(C)(C)(C1=CC=CC=C1)OOC(C)(C)C1=CC=CC=C1 (dicumylperoxide), silicone. Reagents/catalysts: S-butyllithium. Run in CCCCCC (hexane). Conditions: time 30 minute. The product is C(=C)C1=C(C=CC=C1)C=C.C=CC1=CC=CC=C1 (styrene-divinylbenzene). Reaction SMILES: [CH2:1]=[CH:2][C:3]1[CH:8]=[CH:7][CH:6]=[CH:5][CH:4]=1.[CH:9]([C:11]1[CH:16]=[CH:15][CH:14]=[CH:13][C:12]=1[CH:17]=[CH2:18])=[CH2:10].C=CC1C=CC=CC=1.C(C=CC1C=CC=CC=1)(C)(C)C.C(OOC(C1C=CC=CC=1)(C)C)(C1C=CC=CC=1)(C)C>CCCCCC>[CH:9]([C:11]1[CH:16]=[CH:15][CH:14]=[CH:13][C:12]=1[CH:17]=[CH2:18])=[CH2:10].[CH2:1]=[CH:2][C:3]1[CH:8]=[CH:7][CH:6]=[CH:5][CH:4]=1 |f:2.3,6.7|. Reported procedure: A crosslinked styrene-divinylbenzene fine particle product was prepared by polymerization of 30 g. styrene and 3 g. 55% divinylbenzene in 500 ml. hexane using 2.89 ml. of 2N S-butyllithium as catalyst and 1.5 g. of styrene-t-butylstyrene block copolymer of Example 4 as dispersant (20,000 - 80,000 M.W. blocks respectively) under nitrogen. At the end of 1 hour reaction at reflux the solution was treated with 3.0 ml. of dry, air free t-butylstyrene for 30 minutes followed by 2.0 g. of hexamethylcyc... Starting materials: ClC=1C2=C(N=CN1)N(C=C2Cl)COCCO (4,5-Dichloro-7-(2-hydroxyethoxymethyl)pyrrolo[2,3-d]pyrimidine), N (ammonia). Reaction conditions: temperature 135 celsius. Product: NC=1C2=C(N=CN1)N(C=C2Cl)COCCO (4-Amino-5-chloro-7-(2-hydroxyethoxymethyl)pyrrolo[2,3-d]-pyrimidine). As a reaction SMILES: Cl[C:2]1[C:3]2[C:10]([Cl:11])=[CH:9][N:8]([CH2:12][O:13][CH2:14][CH2:15][OH:16])[C:4]=2[N:5]=[CH:6][N:7]=1.[NH3:17]>>[NH2:17][C:2]1[C:3]2[C:10]([Cl:11])=[CH:9][N:8]([CH2:12][O:13][CH2:14][CH2:15][OH:16])[C:4]=2[N:5]=[CH:6][N:7]=1. Reported procedure: 4,5-Dichloro-7-(2-hydroxyethoxymethyl)pyrrolo[2,3-d]-pyrimidine (7b, 0.07 g) was covered with methanolic-ammonia (20 L) and heated in a sealed reaction vessel at 135° C. for 10 hours. The solvent was evaporated in vacuo to give a thick syrup. This syrup was subjected to column chromatography and elution of the silica gel column (20×3 cm) with 5% MeOH in CHCl3, which, after evaporation of the appropriate UV absorbing fractions, furnished colorless needles of 10, 0.04 g. (66.6%), mp 149°-150° C. 1...